This data is from the Open Reaction Database (ORD), a public repository of structured organic reaction records. The task is: describe an organic reaction: reactants, conditions, products, and yield Starting materials: CCOC(=O)C(C)(C)Oc1ccc(OCCc2nc(-c3ccc(-c4ccccc4)cc3)oc2C)c(CCc2ccccc2)c1, CCO, [Na+], [OH-]. The product is Cc1oc(-c2ccc(-c3ccccc3)cc2)nc1CCOc1ccc(OC(C)(C)C(=O)O)cc1CCc1ccccc1. Reaction SMILES: [CH2:1]([CH3:2])[O:3][C:4]([C:5]([CH3:6])([CH3:7])[O:8][c:9]1[cH:10][c:11]([CH2:36][CH2:37][c:38]2[cH:39][cH:40][cH:41][cH:42][cH:43]2)[c:12]([O:15][CH2:16][CH2:17][c:18]2[n:19][c:20](-[c:24]3[cH:25][cH:26][c:27](-[c:30]4[cH:31][cH:32][cH:33][cH:34][cH:35]4)[cH:28][cH:29]3)[o:21][c:22]2[CH3:23])[cH:13][cH:14]1)=[O:44].[CH3:47][CH2:48][OH:49].[Na+:46].[OH-:45]>>[O:3]=[C:4]([C:5]([CH3:6])([CH3:7])[O:8][c:9]1[cH:10][c:11]([CH2:36][CH2:37][c:38]2[cH:39][cH:40][cH:41][cH:42][cH:43]2)[c:12]([O:15][CH2:16][CH2:17][c:18]2[n:19][c:20](-[c:24]3[cH:25][cH:26][c:27](-[c:30]4[cH:31][cH:32][cH:33][cH:34][cH:35]4)[cH:28][cH:29]3)[o:21][c:22]2[CH3:23])[cH:13][cH:14]1)[OH:44]. Starting materials: BrB(Br)Br, CCCC(CC1(C)OCCO1)C(=O)OCC, CCOC(C)=O, CCCCCC, O. The product is CCCC(CC(C)=O)C(=O)OCC. Reaction SMILES: [B:17]([Br:18])([Br:19])[Br:20].[CH3:1][C:2]1([CH2:7][CH:8]([C:9](=[O:10])[O:11][CH2:12][CH3:13])[CH2:14][CH2:15][CH3:16])[O:3][CH2:6][CH2:5][O:4]1.[CH3:22][CH2:23][O:24][C:25](=[O:26])[CH3:27].[CH3:28][CH2:29][CH2:30][CH2:31][CH2:32][CH3:33].[OH2:21]>>[CH3:1][C:2](=[O:3])[CH2:7][CH:8]([C:9](=[O:10])[O:11][CH2:12][CH3:13])[CH2:14][CH2:15][CH3:16]. The reactants are C1(CC1)N=C=O (Cyclopropylisocyanate), C(CC)OC(CSC1=CC=C(C=C1)O)OCCC (4-(2,2-Dipropoxyethylthio)phenol), [N-]=C=O (isocyanate). Reagents/catalysts: C(C)N(CC)CC (triethylamine). Solvent: C1=CC=CC=C1 (benzene). Reaction conditions: time 6 hour. Product: C1(CC1)NC(OC1=CC=C(C=C1)SCC(OCCC)OCCC)=O (O-[4-(2,2-dipropoxyethylthio)phenyl] N-cyclopropylcarbamate). Reaction SMILES: [CH2:1]([O:4][CH:5]([O:15][CH2:16][CH2:17][CH3:18])[CH2:6][S:7][C:8]1[CH:13]=[CH:12][C:11]([OH:14])=[CH:10][CH:9]=1)[CH2:2][CH3:3].[CH:19]1([N:22]=[C:23]=[O:24])[CH2:21][CH2:20]1.[N-]=C=O>C1C=CC=CC=1.C(N(CC)CC)C>[CH:19]1([NH:22][C:23](=[O:24])[O:14][C:11]2[CH:10]=[CH:9][C:8]([S:7][CH2:6][CH:5]([O:4][CH2:1][CH2:2][CH3:3])[O:15][CH2:16][CH2:17][CH3:18])=[CH:13][CH:12]=2)[CH2:21][CH2:20]1. Procedure details: 4-(2,2-Dipropoxyethylthio)phenol (0.05 mole) dissolved in benzene (10 ml) is charged into a glass reaction flask equipped with a mechanical stirrer. Cyclopropylisocyanate (0.06 mole) and triethylamine (3 drops) are then added, and the resulting mixture is stirred at room temperature for a period of about 6 hours. The mixture is then stripped of solvent and unreacted isocyanate to yield the desired product O-[4-(2,2-dipropoxyethylthio)phenyl] N-cyclopropylcarbamate as the residue. Reactants: CC(=O)O[BH-](OC(C)=O)OC(C)=O, ClCCl, CC(C)(C)OC(=O)N1CCN(c2ccc(OCC3(C)Cn4cc([N+](=O)[O-])nc4O3)cc2)CC1, O=Cc1ccc(C(F)(F)F)cc1, [Na+], [Na+], O=C([O-])O, O=C(O)C(F)(F)F. The product is CC1(COc2ccc(N3CCN(Cc4ccc(C(F)(F)F)cc4)CC3)cc2)Cn2cc([N+](=O)[O-])nc2O1. RXN SMILES: [C:46]([O:47][BH-:48]([O:49][C:50](=[O:51])[CH3:52])[O:53][C:54](=[O:55])[CH3:56])(=[O:57])[CH3:58].[CH2:72]([Cl:73])[Cl:74].[CH3:1][C:2]1([CH2:13][O:14][c:15]2[cH:16][cH:17][c:18]([N:21]3[CH2:22][CH2:23][N:24]([C:27]([O:28][C:29]([CH3:30])([CH3:31])[CH3:32])=[O:33])[CH2:25][CH2:26]3)[cH:19][cH:20]2)[CH2:3][n:4]2[c:5]([n:7][c:8]([N+:10](=[O:11])[O-:12])[cH:9]2)[O:6]1.[F:34][C:35]([c:36]1[cH:37][cH:38][c:39]([CH:40]=[O:41])[cH:42][cH:43]1)([F:44])[F:45].[Na+:59].[Na+:60].[OH:61][C:62](=[O:63])[O-:64].[OH:65][C:66]([C:67]([F:68])([F:69])[F:70])=[O:71]>>[CH3:1][C:2]1([CH2:13][O:14][c:15]2[cH:16][cH:17][c:18]([N:21]3[CH2:22][CH2:23][N:24]([CH2:27][c:39]4[cH:38][cH:37][c:36]([C:35]([F:34])([F:44])[F:45])[cH:43][cH:42]4)[CH2:25][CH2:26]3)[cH:19][cH:20]2)[CH2:3][n:4]2[c:5]([n:7][c:8]([N+:10](=[O:11])[O-:12])[cH:9]2)[O:6]1.